This data is from the Open Reaction Database (ORD), a public repository of structured organic reaction records. The task is: describe an organic reaction: reactants, conditions, products, and yield Starting materials: [Al+3], [H-], [H-], [H-], [H-], [Li+], CCN(CC)C(=O)c1ccc(CCCOCCCCCCNCC(O)c2cc(Cl)c(N)c(Cl)c2)o1, c1ccccc1. Product: CCN(CC)Cc1ccc(CCCOCCCCCCNCC(O)c2cc(Cl)c(N)c(Cl)c2)o1. Reaction SMILES: [Al+3:37].[H-:36].[H-:39].[H-:40].[H-:41].[Li+:38].[NH2:1][c:2]1[c:3]([Cl:35])[cH:4][c:5]([CH:9]([CH2:10][NH:11][CH2:12][CH2:13][CH2:14][CH2:15][CH2:16][CH2:17][O:18][CH2:19][CH2:20][CH2:21][c:22]2[cH:23][cH:24][c:25]([C:27](=[O:28])[N:29]([CH2:30][CH3:31])[CH2:32][CH3:33])[o:26]2)[OH:34])[cH:6][c:7]1[Cl:8].[cH:42]1[cH:43][cH:44][cH:45][cH:46][cH:47]1>>[NH2:1][c:2]1[c:3]([Cl:35])[cH:4][c:5]([CH:9]([CH2:10][NH:11][CH2:12][CH2:13][CH2:14][CH2:15][CH2:16][CH2:17][O:18][CH2:19][CH2:20][CH2:21][c:22]2[cH:23][cH:24][c:25]([CH2:27][N:29]([CH2:30][CH3:31])[CH2:32][CH3:33])[o:26]2)[OH:34])[cH:6][c:7]1[Cl:8].